This data is from the Open Reaction Database (ORD), a public repository of structured organic reaction records. The task is: describe an organic reaction: reactants, conditions, products, and yield Starting materials: CCO, Clc1cccc2c1CCCC2c1c[nH]cn1. Yields the product c1ccc2c(c1)CCCC2c1c[nH]cn1. Reaction SMILES: [CH3:17][CH2:18][OH:19].[Cl:1][c:2]1[c:3]2[c:8]([cH:9][cH:10][cH:11]1)[CH:7]([c:12]1[n:13][cH:14][nH:15][cH:16]1)[CH2:6][CH2:5][CH2:4]2>>[cH:2]1[c:3]2[c:8]([cH:9][cH:10][cH:11]1)[CH:7]([c:12]1[n:13][cH:14][nH:15][cH:16]1)[CH2:6][CH2:5][CH2:4]2. The reactants are CC1CN(CCN1)C(=O)OC(C)(C)C (tert-butyl 3-methylpiperazine-1-carboxylate), ClC=1C=CC(=C(C1)C1=NN(C=C1NC(=O)C=1C=NN2C1N=CC=C2)CC(=O)N2C(CN(CC2)C)C)OC(F)F (N-[3-[5-chloro-2-(difluoromethoxy)phenyl]-1-[2-(2,4-dimethylpiperazin-1-yl)-2-oxoethyl]-1H-pyrazol-4-yl]pyrazolo[1,5-a]pyrimidine-3-carboxamide). Yields the product ClC=1C=CC(=C(C1)C1=NN(C=C1NC(=O)C=1C=NN2C1N=CC=C2)CC(=O)N2CC(N(CC2)C)C)OC(F)F (N-[3-[5-chloro-2-(difluoromethoxy)phenyl]-1-[2-(3,4-dimethylpiperazin-1-yl)-2-oxoethyl]-1H-pyrazol-4-yl]pyrazolo[1,5-a]pyrimidine-3-carboxamide). RXN SMILES: [Cl:1][C:2]1[CH:3]=[CH:4][C:5]([O:36][CH:37]([F:39])[F:38])=[C:6]([C:8]2[C:12]([NH:13][C:14]([C:16]3[CH:17]=[N:18][N:19]4[CH:24]=[CH:23][CH:22]=[N:21][C:20]=34)=[O:15])=[CH:11][N:10]([CH2:25][C:26]([N:28]3[CH2:33][CH2:32][N:31]([CH3:34])[CH2:30][CH:29]3C)=[O:27])[N:9]=2)[CH:7]=1.[CH3:40]C1NCCN(C(OC(C)(C)C)=O)C1>>[Cl:1][C:2]1[CH:3]=[CH:4][C:5]([O:36][CH:37]([F:38])[F:39])=[C:6]([C:8]2[C:12]([NH:13][C:14]([C:16]3[CH:17]=[N:18][N:19]4[CH:24]=[CH:23][CH:22]=[N:21][C:20]=34)=[O:15])=[CH:11][N:10]([CH2:25][C:26]([N:28]3[CH2:29][CH2:30][N:31]([CH3:34])[CH:32]([CH3:40])[CH2:33]3)=[O:27])[N:9]=2)[CH:7]=1. Procedure: Using synthetic method analoguous that of N-[3-[5-chloro-2-(difluoromethoxy)phenyl]-1-[2-(2,4-dimethylpiperazin-1-yl)-2-oxoethyl]-1H-pyrazol-4-yl]pyrazolo[1,5-a]pyrimidine-3-carboxamide, the title compound was prepared from tert-butyl 3-methylpiperazine-1-carboxylate. LCMS (Method 20) [M+H]+=559.2, RT=2.23 min. 1H NMR (300 MHz, DMSO-d6) δ: (ppm) 9.75 (s, 1H), 9.34 (dd, 1H, J=1.5 Hz, 7.2 Hz), 8.69-8.67 (m, 2H), 8.31 (s, 1H), 7.62 (dd, 1H, J=2.7, 8.7 Hz), 7.55 (d, 1H, J=2.7 Hz), 7.45 (d, 1H, J=8.7...